describe an organic reaction: reactants, conditions, products, and yield From a dataset of the Open Reaction Database (ORD), a public repository of structured organic reaction records. Starting materials: [Si](C)(C)(C(C)(C)C)OCCNC(C)C (N-(2-(tert-Butyldimethylsilyloxy)ethyl)propan-2-amine), C(=O)(O)[O-].[Na+] (NaHCO3), C(C1=CC=CC=C1)OC=1C(=NC(=NC1O)CC1(CCCC1)C1=C(C=CC(=C1)Cl)Cl)C(=O)O (5-benzyloxy-2-[1-(2,5-dichlorophenyl)-cyclopentylmethyl]-6-hydroxypyrimidine-4-carboxylic acid), O=P(Cl)(Cl)Cl (POCl3). Solvent: C(C)(=O)OCC (ethyl acetate), O (water), N1=CC=CC=C1 (pyridine), CCCCCC (hexane). Reaction conditions: temperature -10 celsius, time 2 hour. Product: [Si](C)(C)(C(C)(C)C)OCCN(C(=O)C1=NC(=NC(=C1OCC1=CC=CC=C1)O)CC1(CCCC1)C1=C(C=CC(=C1)Cl)Cl)C(C)C (5-benzyloxy-2-[1-(2,5-dichlorophenyl)-cyclopentylmethyl]-6-hydroxypyrimidine-4-carboxylic acid [2-(tert-butyl-dimethylsilanyloxy)-ethyl]-isopropylamide). Isolated yield 35.4%. As a reaction SMILES: [CH2:1]([O:8][C:9]1[C:10]([C:30](O)=[O:31])=[N:11][C:12]([CH2:16][C:17]2([C:22]3[CH:27]=[C:26]([Cl:28])[CH:25]=[CH:24][C:23]=3[Cl:29])[CH2:21][CH2:20][CH2:19][CH2:18]2)=[N:13][C:14]=1[OH:15])[C:2]1[CH:7]=[CH:6][CH:5]=[CH:4][CH:3]=1.[Si:33]([O:40][CH2:41][CH2:42][NH:43][CH:44]([CH3:46])[CH3:45])([C:36]([CH3:39])([CH3:38])[CH3:37])([CH3:35])[CH3:34].O=P(Cl)(Cl)Cl.C([O-])(O)=O.[Na+]>N1C=CC=CC=1.CCCCCC.O.C(OCC)(=O)C>[Si:33]([O:40][CH2:41][CH2:42][N:43]([CH:44]([CH3:46])[CH3:45])[C:30]([C:10]1[C:9]([O:8][CH2:1][C:2]2[CH:3]=[CH:4][CH:5]=[CH:6][CH:7]=2)=[C:14]([OH:15])[N:13]=[C:12]([CH2:16][C:17]2([C:22]3[CH:27]=[C:26]([Cl:28])[CH:25]=[CH:24][C:23]=3[Cl:29])[CH2:21][CH2:20][CH2:19][CH2:18]2)[N:11]=1)=[O:31])([C:36]([CH3:39])([CH3:38])[CH3:37])([CH3:35])[CH3:34] |f:3.4|. Procedure details: To a stirred white suspension of 5-benzyloxy-2-[1-(2,5-dichlorophenyl)-cyclopentylmethyl]-6-hydroxypyrimidine-4-carboxylic acid (205) (500 mg, 1.05 mmol) in pyridine (5.5 mL) was added [2-(tert-butyl-dimethylsilanyloxy)-ethyl]-isopropyl-amine (8b) (344 mg, 1.58 mmol), cooled to −10° C., POCl3 (0.3 mL, 3.17 mmol) was added at the same temperature. The mixture was stirred at 0° C. for 2 h. Silica thin layer chromatography was performed (50% ethyl acetate in hexane, Rf=0.8). After completion of the... The reactants are CCOC(=O)C(Cc1cccc(OCCc2ccc(NC(=O)OC(C)(C)C)cc2)c1)OCC, [Li+], C1CCOC1, [OH-], O, O. Yields the product CCOC(Cc1cccc(OCCc2ccc(NC(=O)OC(C)(C)C)cc2)c1)C(=O)O. As a reaction SMILES: [CH2:1]([CH3:2])[O:3][C:4]([CH:5]([CH2:6][c:7]1[cH:8][c:9]([O:13][CH2:14][CH2:15][c:16]2[cH:17][cH:18][c:19]([NH:22][C:23](=[O:24])[O:25][C:26]([CH3:27])([CH3:28])[CH3:29])[cH:20][cH:21]2)[cH:10][cH:11][cH:12]1)[O:30][CH2:31][CH3:32])=[O:33].[Li+:36].[O:37]1[CH2:38][CH2:39][CH2:40][CH2:41]1.[OH-:35].[OH2:34].[OH2:42]>>[O:3]=[C:4]([CH:5]([CH2:6][c:7]1[cH:8][c:9]([O:13][CH2:14][CH2:15][c:16]2[cH:17][cH:18][c:19]([NH:22][C:23](=[O:24])[O:25][C:26]([CH3:27])([CH3:28])[CH3:29])[cH:20][cH:21]2)[cH:10][cH:11][cH:12]1)[O:30][CH2:31][CH3:32])[OH:33]. Starting materials: CCOP(=O)(C=Cc1cc(C)c(-c2nc3ccc(C(=O)Nc4ccc5ccccc5n4)cc3[nH]2)c(C)c1)OCC, CCO. Product: CCOP(=O)(CCc1cc(C)c(-c2nc3ccc(C(=O)Nc4ccc5ccccc5n4)cc3[nH]2)c(C)c1)OCC. Reaction SMILES: [CH2:1]([CH3:2])[O:3][P:4]([O:5][CH2:6][CH3:7])(=[O:8])[CH:9]=[CH:10][c:11]1[cH:12][c:13]([CH3:40])[c:14](-[c:18]2[n:19][c:20]3[c:21]([nH:22]2)[cH:23][c:24]([C:27]([NH:28][c:29]2[n:30][c:31]4[cH:32][cH:33][cH:34][cH:35][c:36]4[cH:37][cH:38]2)=[O:39])[cH:25][cH:26]3)[c:15]([CH3:17])[cH:16]1.[CH3:41][CH2:42][OH:43]>>[CH2:1]([CH3:2])[O:3][P:4]([O:5][CH2:6][CH3:7])(=[O:8])[CH2:9][CH2:10][c:11]1[cH:12][c:13]([CH3:40])[c:14](-[c:18]2[n:19][c:20]3[c:21]([nH:22]2)[cH:23][c:24]([C:27]([NH:28][c:29]2[n:30][c:31]4[cH:32][cH:33][cH:34][cH:35][c:36]4[cH:37][cH:38]2)=[O:39])[cH:25][cH:26]3)[c:15]([CH3:17])[cH:16]1. The reactants are C(CN)N (Ethylenediamine), N(=C=S)C1=C2CC(NC2=CC=C1)=O (4-isothiocyanatooxindole). Run in C(Cl)Cl (methylene chloride). Run at time 2.5 hour. The product is NCCNC(NC1=C2CC(NC2=CC=C1)=O)=S (4-[N'-(2-aminoethyl)thioureido]oxindole). Isolated yield 110.8%. Reaction SMILES: [CH2:1]([NH2:4])[CH2:2][NH2:3].[N:5]([C:8]1[CH:16]=[CH:15][CH:14]=[C:13]2[C:9]=1[CH2:10][C:11](=[O:17])[NH:12]2)=[C:6]=[S:7]>C(Cl)Cl>[NH2:3][CH2:2][CH2:1][NH:4][C:6](=[S:7])[NH:5][C:8]1[CH:16]=[CH:15][CH:14]=[C:13]2[C:9]=1[CH2:10][C:11](=[O:17])[NH:12]2. Procedure details: Ethylenediamine (0.828 mL, 12.38 mmol) is added to a solution of 4-isothiocyanatooxindole (0.471 g, 2.48 mmol) in methylene chloride (20 mL). The resulting solution is stirred at room temperature for 2.5 hours. The reaction mixture is concentrated by rotary evaporation to yield 0.688 g of crude 4-[N'-(2-aminoethyl)thioureido]oxindole as a green solid. This material is carried on directly to the next step. Starting materials: COc2ccc1ccccc1c2 (substrate), c2ccc(n1ccnc1)cc2 (effective_coupling_partner). The reagents and catalysts are IPr. Conditions: temperature 90 celsius, time 16 hour. Product: c4ccc(n1ccnc1c3ccc2ccccc2c3)cc4. Starting materials: ClC1=CC=C(C(=O)C(CC(=O)O)O)C=C1 (3-(p-chlorobenzoyl)-3-hydroxy-propionic acid), BrC(CC(=O)O)C(C1=CC=C(C=C1)Cl)=O (3-bromo-3-(p-chlorobenzoyl)propionic acid), C([O-])([O-])=O.[Na+].[Na+] (sodium carbonate). Yields the product C1(=CC=C(C=C1)C(=O)C(CC(=O)O)O)C1=CC=CC=C1 (3-(4-biphenylylcarbonyl)-3-hydroxypropionic acid). As a reaction SMILES: Cl[C:2]1[CH:15]=[CH:14][C:5]([C:6]([CH:8]([OH:13])[CH2:9][C:10]([OH:12])=[O:11])=[O:7])=[CH:4][CH:3]=1.BrC(C(=O)[C:23]1[CH:28]=[CH:27][C:26](Cl)=[CH:25][CH:24]=1)CC(O)=O.C(=O)([O-])[O-].[Na+].[Na+]>>[C:2]1([C:23]2[CH:28]=[CH:27][CH:26]=[CH:25][CH:24]=2)[CH:15]=[CH:14][C:5]([C:6]([CH:8]([OH:13])[CH2:9][C:10]([OH:12])=[O:11])=[O:7])=[CH:4][CH:3]=1 |f:2.3.4|. Procedure details: Groups R1 and R2 are defined above, are either known compounds (U.S. 3,714,218 and U.S. 3,749,750) or are prepared by techniques known to the chemist. For example, 3-(p-chlorobenzoyl)-3-hydroxy-propionic acid is prepared by reacting 3-bromo-3-(p-chlorobenzoyl)propionic acid with aqueous 10 percent sodium carbonate. The same displacement reaction yields 3-(4-biphenylylcarbonyl)-3-hydroxypropionic acid from the 3-bromoprecursor. Reactants: BrC=1C=CC(=C2CC(COC12)=O)OC (8-bromo-5-methoxy-3-chromanone), C(CC)NCCC (di-n-propylamine), O.C1(=CC=C(C=C1)S(=O)(=O)O)C (p-toluenesulfonic acid monohydrate), [OH-].[Na+] (NaOH). The reagents and catalysts are [Pd] (Pd/C). Run in C1=CC=CC=C1 (benzene), C(C)O (ethanol). The product is C(CC)N(C1COC2=CC=CC(=C2C1)OC)CCC (3-(Di-n-propylamino)-5-methoxychroman). Yield: 76.7%. Reaction SMILES: Br[C:2]1[CH:3]=[CH:4][C:5]([O:13][CH3:14])=[C:6]2[C:11]=1[O:10][CH2:9][C:8](=O)[CH2:7]2.[CH2:15]([NH:18][CH2:19][CH2:20][CH3:21])[CH2:16][CH3:17].O.C1(C)C=CC(S(O)(=O)=O)=CC=1.[OH-].[Na+]>C1C=CC=CC=1.[Pd].C(O)C>[CH2:15]([N:18]([CH2:19][CH2:20][CH3:21])[CH:8]1[CH2:7][C:6]2[C:11](=[CH:2][CH:3]=[CH:4][C:5]=2[O:13][CH3:14])[O:10][CH2:9]1)[CH2:16][CH3:17] |f:2.3,4.5|. Reported procedure: To a solution of 8-bromo-5-methoxy-3-chromanone (125 mg, 0.49 mmol) in benzene (20 ml) was added di-n-propylamine (0.5 ml, 3.7 mmol) and p-toluenesulfonic acid monohydrate (10 mg, 0.08 mmol). The solution was refluxed for 5 hours with a Dean-Stark apparatus under N2 -atmosphere. The reaction mixture was poured into a Parr-flask, absolute ethanol was added (50 ml) and pH was adjusted to 11 with 2M-NaOH-solution. The product was hydrogenated overnight with Pd/C as catalyst. The catalysst was filte...